From a dataset of the Open Reaction Database (ORD), a public repository of structured organic reaction records. describe an organic reaction: reactants, conditions, products, and yield Starting materials: CC(Cl)c1cccnc1, OC1=CC(N2N=NN=C2C)=CC=C1. The reagents and catalysts are O=C([O-])[O-].[Cs+].[Cs+] (cesium carbonate), [I-].[K+] (potassium iodide). Run in CN(C)C=O (DMF), CN(C)C=O (dmf), CN(C)C=O (DMF). Run at temperature 70 celsius, time 16 hour. The product is CC(C%11=CC=CN=C%11)OC%12=CC(N%13N=NN=C%13C)=CC=C%12. Starting materials: [H-].C(C(C)C)[Al+]CC(C)C (Diisobutylaluminum hydride), ClC1=CC=C(C=C1)C=1C(=CC(=CC1)CCN1CCCC1)C(=O)OC (methyl 4′-chloro-4-(2-(pyrrolidin-1-yl)ethyl)biphenyl-2-carboxylate). Solvent: ClCCl (dichloromethane). Run at time 20 minute. Yields the product ClC1=CC=C(C=C1)C1=C(C=C(C=C1)CCN1CCCC1)CO ((4′-chloro-4-(2-(pyrrolidin-1-yl)ethyl)biphenyl-2-yl)methanol). As a reaction SMILES: [H-].C([Al+]CC(C)C)C(C)C.[Cl:11][C:12]1[CH:17]=[CH:16][C:15]([C:18]2[C:19]([C:31](OC)=[O:32])=[CH:20][C:21]([CH2:24][CH2:25][N:26]3[CH2:30][CH2:29][CH2:28][CH2:27]3)=[CH:22][CH:23]=2)=[CH:14][CH:13]=1>ClCCl>[Cl:11][C:12]1[CH:17]=[CH:16][C:15]([C:18]2[CH:23]=[CH:22][C:21]([CH2:24][CH2:25][N:26]3[CH2:30][CH2:29][CH2:28][CH2:27]3)=[CH:20][C:19]=2[CH2:31][OH:32])=[CH:14][CH:13]=1 |f:0.1|. Procedure details: Diisobutylaluminum hydride (1M in hexanes, 7.8 mL) was added to a solution of EXAMPLE 53D (0.89 g) in dichloromethane (30 mL) at 0° C., and the reaction was stirred for 20 minutes. The reaction was quenched by the slow addition of methanol, and then poured into 1M aqueous NaOH (50 mL). The mixture was extracted twice with ethyl acetate, and extracts were combined, washed with brine, dried over Na2SO4, filtered, and concentrated.